describe an organic reaction: reactants, conditions, products, and yield From a dataset of the Open Reaction Database (ORD), a public repository of structured organic reaction records. Starting materials: BrC=1C=CC2=C(N=CO2)C1 (5-bromobenzo[d]oxazole), C(C)(C)N(C(C)C)CC (N,N-diisopropylethylamine), N#N (N2), tris(dibenzylidineacetone)palladium(0), C1(=CC=CC=C1)P(C1=CC=CC=2C(C3=CC=CC(=C3OC12)P(C1=CC=CC=C1)C1=CC=CC=C1)(C)C)C1=CC=CC=C1 (4,5-bis(diphenylphosphino)-9,9-dimethyl-9H-xanthene), C1(=CC=CC=C1)S (benzenethiol). The solvent is CCOC(=O)C (EtOAc), [OH-].[Na+] (NaOH), O1CCOCC1 (dioxane). Run at temperature 100 celsius. Yields the product C1(=CC=CC=C1)SC=1C=CC2=C(N=CO2)C1 (5-(phenylthio)benzo[d]oxazole). Reaction SMILES: Br[C:2]1[CH:3]=[CH:4][C:5]2[O:9][CH:8]=[N:7][C:6]=2[CH:10]=1.C(N(CC)C(C)C)(C)C.N#N.C1(P(C2C=CC=CC=2)C2C3OC4C(=CC=CC=4P(C4C=CC=CC=4)C4C=CC=CC=4)C(C)(C)C=3C=CC=2)C=CC=CC=1.[C:64]1([SH:70])[CH:69]=[CH:68][CH:67]=[CH:66][CH:65]=1>CCOC(C)=O.[OH-].[Na+].O1CCOCC1>[C:64]1([S:70][C:2]2[CH:3]=[CH:4][C:5]3[O:9][CH:8]=[N:7][C:6]=3[CH:10]=2)[CH:69]=[CH:68][CH:67]=[CH:66][CH:65]=1 |f:6.7|. Procedure details: A 150 mL pressure bottle was charged with 5-bromobenzo[d]oxazole (2.43 g, 12.3 mmol), N,N-diisopropylethylamine (4.28 mL, 24.5 mmol), and 24 mL dioxane. N2 was bubbled through the solution for 3 min, at which point tris(dibenzylidineacetone)palladium(0) (0.281 g, 0.307 mmol), 4,5-bis(diphenylphosphino)-9,9-dimethyl-9H-xanthene (0.355 g, 0.614 mmol), and benzenethiol (1.26 mL, 12.3 mmol) were added. The dark brown solution was sealed and heated to 100° C. overnight. The mixture was diluted with E... The reactants are C(C)(C)C=1C=C(C=CC1OC)O (3-isopropyl-4-methoxyphenol), ClC1=C(C=C(C=C1C)[N+](=O)[O-])C#N (4-chloro-3-cyano-5-methylnitrobenzene), C([O-])([O-])=O.[K+].[K+] (potassium carbonate). Run in CC(=O)CC (methylethylketone). The product is ethyl acetate hexanes, C(C)(C)C=1C=C(OC2=C(C#N)C=C(C=C2C)[N+](=O)[O-])C=CC1OC (2-(3-isopropyl-4-methoxy-phenoxy)-3-methyl-5-nitrobenzonitrile). Isolated yield 90.4%. RXN SMILES: [CH:1]([C:4]1[CH:5]=[C:6]([OH:12])[CH:7]=[CH:8][C:9]=1[O:10][CH3:11])([CH3:3])[CH3:2].Cl[C:14]1[C:19]([CH3:20])=[CH:18][C:17]([N+:21]([O-:23])=[O:22])=[CH:16][C:15]=1[C:24]#[N:25].C(=O)([O-])[O-].[K+].[K+]>CC(CC)=O>[CH:1]([C:4]1[CH:5]=[C:6]([CH:7]=[CH:8][C:9]=1[O:10][CH3:11])[O:12][C:14]1[C:19]([CH3:20])=[CH:18][C:17]([N+:21]([O-:23])=[O:22])=[CH:16][C:15]=1[C:24]#[N:25])([CH3:3])[CH3:2] |f:2.3.4|. Procedure details: A mixture of 3-isopropyl-4-methoxyphenol (200 mg), 4-chloro-3-cyano-5-methylnitrobenzene (200 mg) and potassium carbonate (211 mg) in methylethylketone (8 mL) was refluxed for 18 h. The dark mixture was concentrated in vacuo, partitioned between ethyl acetate/water, the organic layer washed with about 2N sodium hydroxide, brine, dried over sodium sulfate and concentrated to a dark oil. Flash chromatography (10% ethyl acetate/hexanes) afforded 2-(3-isopropyl-4-methoxy-phenoxy)-3-methyl-5-nitroben... The reactants are crude product, Cl.C(C)N=C=NCCCN(C)C (1-ethyl-3-(3-dimethylaminopropyl)carbodiimide hydrochloride), O.ON1N=NC2=C1C=CC=C2 (1-hydroxybenzotriazole monohydrate), N1N=C(C2=CC=CC=C12)/C=C/C1=CC=C(C(=O)N2CCNCC2)C=C1 ((E)-1-{4-[2-(1H-indazol-3-yl)vinyl]benzoyl}piperazine), CN1CCOCC1 (N-methylmorpholine), CC(CC(=O)NCC(=O)O)C ((3-methylbutyrylamino)acetic acid). Yields the product C(C(C)C)(=O)NCC(=O)N1CCN(CC1)C(C1=CC=C(C=C1)\C=C\C1=NNC2=CC=CC=C12)=O ((E)-4-[(isobutyrylamino)acetyl]-1-{4-[2-(1H-indazol-3-yl)vinyl]benzoyl}piperazine). Isolated yield 38.0%. As a reaction SMILES: [NH:1]1[C:9]2[C:4](=[CH:5][CH:6]=[CH:7][CH:8]=2)[C:3](/[CH:10]=[CH:11]/[C:12]2[CH:25]=[CH:24][C:15]([C:16]([N:18]3[CH2:23][CH2:22][NH:21][CH2:20][CH2:19]3)=[O:17])=[CH:14][CH:13]=2)=[N:2]1.[CH3:26]N1CCOCC1.Cl.C(N=C=NCCCN(C)C)C.O.ON1C2C=CC=CC=2N=N1.C[CH:57](C)[CH2:58][C:59]([NH:61][CH2:62][C:63]([OH:65])=O)=[O:60]>>[C:59]([NH:61][CH2:62][C:63]([N:21]1[CH2:22][CH2:23][N:18]([C:16](=[O:17])[C:15]2[CH:14]=[CH:13][C:12](/[CH:11]=[CH:10]/[C:3]3[C:4]4[C:9](=[CH:8][CH:7]=[CH:6][CH:5]=4)[NH:1][N:2]=3)=[CH:25][CH:24]=2)[CH2:19][CH2:20]1)=[O:65])(=[O:60])[CH:58]([CH3:57])[CH3:26] |f:2.3,4.5|. Procedure: The crude product (174 mg) obtained using Compound 18 (200 mg, 0.602 mmol), N-methylmorpholine (0.132 mL, 1.20 mmol), 1-ethyl-3-(3-dimethylaminopropyl)carbodiimide hydrochloride (161 mg, 0.842 mmol), 1-hydroxybenzotriazole monohydrate (106 mg, 0.783 mmol) and (3-methylbutyrylamino)acetic acid (115 mg, 0.722 mmol) in a similar manner to Example 5, was purified by silica gel column chromatography (chloroform/methanol=80/20), followed by triturating in mixed solvent of ethyl acetate/ethanol to obta... Starting materials: CCN=C=O, ClCCl, CN(C)C1CCc2[nH]c3ccc(N)cc3c2C1. Product: CCNC(=O)Nc1ccc2[nH]c3c(c2c1)CC(N(C)C)CC3. Reaction SMILES: [CH2:18]([CH3:19])[N:20]=[C:21]=[O:22].[Cl:23][CH2:24][Cl:25].[NH2:1][c:2]1[cH:3][c:4]2[c:5]3[c:10]([nH:11][c:12]2[cH:13][cH:14]1)[CH2:9][CH2:8][CH:7]([N:15]([CH3:16])[CH3:17])[CH2:6]3>>[NH:1]([c:2]1[cH:3][c:4]2[c:5]3[c:10]([nH:11][c:12]2[cH:13][cH:14]1)[CH2:9][CH2:8][CH:7]([N:15]([CH3:16])[CH3:17])[CH2:6]3)[C:21]([NH:20][CH2:18][CH3:19])=[O:22]. Starting materials: Cc1ccc2c(c1)c1c(n2CC(C)(O)c2ccc(Cl)cc2)CCN(C)CC1, [K+], [OH-], O, O=S(=O)(O)O. Yields the product CC(=Cn1c2c(c3cc(C)ccc31)CCN(C)CC2)c1ccc(Cl)cc1. Reaction SMILES: [Cl:1][c:2]1[cH:3][cH:4][c:5]([C:8]([CH2:9][n:10]2[c:11]3[c:12]([c:13]4[cH:14][c:15]([CH3:19])[cH:16][cH:17][c:18]24)[CH2:20][CH2:21][N:22]([CH3:25])[CH2:23][CH2:24]3)([CH3:26])[OH:27])[cH:6][cH:7]1.[K+:34].[OH-:33].[OH2:35].[S:28](=[O:29])(=[O:30])([OH:31])[OH:32]>>[Cl:1][c:2]1[cH:3][cH:4][c:5]([C:8](=[CH:9][n:10]2[c:11]3[c:12]([c:13]4[cH:14][c:15]([CH3:19])[cH:16][cH:17][c:18]24)[CH2:20][CH2:21][N:22]([CH3:25])[CH2:23][CH2:24]3)[CH3:26])[cH:6][cH:7]1. Starting materials: C(=O)C1COC2=C3C=CC(NC3=C(C=C21)C)=O (3-formyl-5-methyl-2,3,6,7-tetrahydrofuro[2,3-f]quinoline-7-one), [BH4-].[Na+] (sodium borohydride), O (water). The solvent is CO (methanol). Conditions: time 30 minute. The product is OCC1COC2=C3C=CC(NC3=C(C=C21)C)=O (3-hydroxymethyl-5-methyl-2,3,6,7-tetrahydrofuro[2,3-f]quinoline-7-one). The yield is 58.5%. As a reaction SMILES: [CH:1]([CH:3]1[C:15]2[C:6](=[C:7]3[C:12](=[C:13]([CH3:16])[CH:14]=2)[NH:11][C:10](=[O:17])[CH:9]=[CH:8]3)[O:5][CH2:4]1)=[O:2].[BH4-].[Na+].O>CO>[OH:2][CH2:1][CH:3]1[C:15]2[C:6](=[C:7]3[C:12](=[C:13]([CH3:16])[CH:14]=2)[NH:11][C:10](=[O:17])[CH:9]=[CH:8]3)[O:5][CH2:4]1 |f:1.2|. Procedure details: To 3-formyl-5-methyl-2,3,6,7-tetrahydrofuro[2,3-f]quinoline-7-one (1.0 g) in methanol (80 ml), sodium borohydride (1.0 g) was added and stirred at room temperature for 30 minutes. After completion of the reaction, water was added and extracted with chloroform-methanol (4:1). The extract was dried and the solvent was evaporated. The residue was recrystallized from methanol-ether to obtain 0.59 g of 3-hydroxymethyl-5-methyl-2,3,6,7-tetrahydrofuro[2,3-f]quinoline-7-one was obtained as colorless nee... Reactants: CCCP(=O)(O)O, C1CNC1, CCOC(=O)c1c(C(=O)O)cnn1C, CCOC(C)=O, CCN(C(C)C)C(C)C. As a reaction SMILES: [CH2:1]([P:2]([OH:3])([OH:4])=[O:5])[CH2:6][CH3:7].[CH2:22]1[CH2:23][NH:24][CH2:25]1.[CH2:8]([CH3:9])[O:10][C:11](=[O:12])[c:13]1[n:14]([CH3:21])[n:15][cH:16][c:17]1[C:18](=[O:19])[OH:20].[CH3:35][CH2:36][O:37][C:38](=[O:39])[CH3:40].[CH:26]([N:27]([CH2:28][CH3:29])[CH:30]([CH3:31])[CH3:32])([CH3:33])[CH3:34]>>[CH2:8]([CH3:9])[O:10][C:11](=[O:12])[c:13]1[n:14]([CH3:21])[n:15][cH:16][c:17]1[C:18](=[O:20])[N:24]1[CH2:23][CH2:22][CH2:25]1. The product is CCOC(=O)c1c(C(=O)N2CCC2)cnn1C.